This data is from the Open Reaction Database (ORD), a public repository of structured organic reaction records. The task is: describe an organic reaction: reactants, conditions, products, and yield Starting materials: C(C)(C)(C)OC(=O)N1CC2=CC(=CC=C2C(C1)(C)C)NC(C1=C(C=CC=C1)NC(C)C1=NC(=NC=C1)N)=O (7-{2-[1-(2-amino-pyrimidin-4-yl)-ethylamino]-benzoylamino}-4,4-dimethyl-3,4-dihydro-1H-isoquinoline-2-carboxylic acid tert-butyl ester), C(=O)(C(F)(F)F)O (TFA), [OH-].[Na+] (NaOH). Run in C(Cl)Cl (CH2Cl2). Product: NC1=NC=CC(=N1)C(C)NC1=C(C(=O)NC2=CC=C3C(CNCC3=C2)(C)C)C=CC=C1 (2-[1-(2-Amino-pyrimidin-4-yl)-ethylamino]-N-(4,4-dimethyl-1,2,3,4-tetrahydro-isoquinolin-7-yl)-benzamide). RXN SMILES: C(OC([N:8]1[CH2:17][C:16]([CH3:19])([CH3:18])[C:15]2[C:10](=[CH:11][C:12]([NH:20][C:21](=[O:38])[C:22]3[CH:27]=[CH:26][CH:25]=[CH:24][C:23]=3[NH:28][CH:29]([C:31]3[CH:36]=[CH:35][N:34]=[C:33]([NH2:37])[N:32]=3)[CH3:30])=[CH:13][CH:14]=2)[CH2:9]1)=O)(C)(C)C.C(O)(C(F)(F)F)=O.[OH-].[Na+]>C(Cl)Cl>[NH2:37][C:33]1[N:32]=[C:31]([CH:29]([NH:28][C:23]2[CH:24]=[CH:25][CH:26]=[CH:27][C:22]=2[C:21]([NH:20][C:12]2[CH:11]=[C:10]3[C:15]([C:16]([CH3:19])([CH3:18])[CH2:17][NH:8][CH2:9]3)=[CH:14][CH:13]=2)=[O:38])[CH3:30])[CH:36]=[CH:35][N:34]=1 |f:2.3|. Procedure: To a solution of 7-{2-[1-(2-amino-pyrimidin-4-yl)-ethylamino]-benzoylamino}-4,4-dimethyl-3,4-dihydro-1H-isoquinoline-2-carboxylic acid tert-butyl ester (Example 125) (80 mg, 0.154 mmol) in CH2Cl2 (3 mL) was added TFA (2 mL). The resulting mixture was stirred at RT for 18 h and basified with 5 N NaOH and extracted with CH2Cl2 (2×15 mL). The combined organic layers were washed with saturated NaHCO3, water, brine, dried over MgSO4, and evaporated in vacuo to give the product. MS m/z: 417.5 (M+H). C... Reactants: CC(C)C(=O)Nc1cccc(C2CCNCC2)c1, O=C(CCCCCl)c1cccc(Cl)c1. The product is CC(C)C(=O)Nc1cccc(C2CCN(CCCCC(=O)c3cccc(Cl)c3)CC2)c1. As a reaction SMILES: [CH3:15][CH:16]([C:17](=[O:18])[NH:19][c:20]1[cH:21][c:22]([CH:26]2[CH2:27][CH2:28][NH:29][CH2:30][CH2:31]2)[cH:23][cH:24][cH:25]1)[CH3:32].[Cl:1][CH2:2][CH2:3][CH2:4][CH2:5][C:6](=[O:7])[c:8]1[cH:9][c:10]([Cl:14])[cH:11][cH:12][cH:13]1>>[CH2:2]([CH2:3][CH2:4][CH2:5][C:6](=[O:7])[c:8]1[cH:9][c:10]([Cl:14])[cH:11][cH:12][cH:13]1)[N:29]1[CH2:28][CH2:27][CH:26]([c:22]2[cH:21][c:20]([NH:19][C:17]([CH:16]([CH3:15])[CH3:32])=[O:18])[cH:25][cH:24][cH:23]2)[CH2:31][CH2:30]1. Starting materials: O (Water), ClCCCCCCO (6-Chlorohexanol), C(=O)([O-])[O-].[K+].[K+] (K2CO3), OC1=CC=C(C=O)C=C1 (4-Hydroxybenzaldehyde). Solvent: CN1CCCC1=O (NMP). Conditions: time 24 hour. The product is OCCCCCCOC1=CC=C(C=O)C=C1 (4-(6-Hydroxy-hexyloxy)-benzaldehyde). Yield: 51.6%. Reaction SMILES: [OH:1][C:2]1[CH:9]=[CH:8][C:5]([CH:6]=[O:7])=[CH:4][CH:3]=1.Cl[CH2:11][CH2:12][CH2:13][CH2:14][CH2:15][CH2:16][OH:17].C([O-])([O-])=O.[K+].[K+].O>CN1C(=O)CCC1>[OH:17][CH2:16][CH2:15][CH2:14][CH2:13][CH2:12][CH2:11][O:1][C:2]1[CH:9]=[CH:8][C:5]([CH:6]=[O:7])=[CH:4][CH:3]=1 |f:2.3.4|. Procedure details: 4-Hydroxybenzaldehyde (15 g, 122 mmol) was dissolved in 150 ml of NMP. 6-Chlorohexanol (20.16 g 146 mmol), anhydrous K2CO3 (20.36 g, 146 mmol) and a catalytic amount of KI were added. The batch was stirred at 90 C for 24 hours. Water was added to the cooled solution, which was subsequently extracted with EtOAc (3×100 mL). The combined extracts were washed with 5% KOH (2×100 mL), brine solution and then dried over MgSO4. The concentrated product was then recrystallized from a 1:1 mixture of EtOAc... Starting materials: 14.7, S1C(=CC=C1)C(=O)C=1C(=CC=CC1C(C)O)C (3-(1-hydroxyethyl)-o-tolyl 2-thienyl ketone), S(=O)(Cl)Cl (thionyl chloride). Solvent: C1=CC=CC=C1 (benzene). Product: S1C(=CC=C1)C(=O)C=1C(=CC=CC1C(C)Cl)C (3-(1-chloroethyl)-o-tolyl 2-thienyl ketone). RXN SMILES: [S:1]1[CH:5]=[CH:4][CH:3]=[C:2]1[C:6]([C:8]1[C:9]([CH3:17])=[CH:10][CH:11]=[CH:12][C:13]=1[CH:14](O)[CH3:15])=[O:7].S(Cl)([Cl:20])=O>C1C=CC=CC=1>[S:1]1[CH:5]=[CH:4][CH:3]=[C:2]1[C:6]([C:8]1[C:9]([CH3:17])=[CH:10][CH:11]=[CH:12][C:13]=1[CH:14]([Cl:20])[CH3:15])=[O:7]. Procedure: A mixture of 14.7 parts of 3-(1-hydroxyethyl)-o-tolyl 2-thienyl ketone and 126 parts of benzene is stirred while cooling on an ice-bath. Then 9.5 parts of thionyl chloride are added and the whole is stirred further over week-end at room temperature. The reaction mixture is evaporated in vacuo, yielding 3-(1-chloroethyl)-o-tolyl 2-thienyl ketone as a residue.